From a dataset of the Open Reaction Database (ORD), a public repository of structured organic reaction records. describe an organic reaction: reactants, conditions, products, and yield The reactants are CI, CC(C)[N-]C(C)C, CC(C)NC(C)C, [Li+], C1CCOC1, O, c1ccc2c(c1)CCc1ccccc1C2Nc1ccncc1. The product is CN(c1ccncc1)C1c2ccccc2CCc2ccccc21. As a reaction SMILES: [CH3:38][I:39].[CH:23]([N-:24][CH:25]([CH3:26])[CH3:27])([CH3:28])[CH3:29].[CH:31]([NH:32][CH:33]([CH3:34])[CH3:35])([CH3:36])[CH3:37].[Li+:30].[O:40]1[CH2:41][CH2:42][CH2:43][CH2:44]1.[OH2:45].[cH:1]1[cH:2][cH:3][cH:4][c:5]2[c:11]1[CH2:10][CH2:9][c:8]1[c:7]([cH:15][cH:14][cH:13][cH:12]1)[CH:6]2[NH:16][c:17]1[cH:18][cH:19][n:20][cH:21][cH:22]1>>[cH:1]1[cH:2][cH:3][cH:4][c:5]2[c:11]1[CH2:10][CH2:9][c:8]1[c:7]([cH:15][cH:14][cH:13][cH:12]1)[CH:6]2[N:16]([c:17]1[cH:18][cH:19][n:20][cH:21][cH:22]1)[CH3:23].